From a dataset of the Open Reaction Database (ORD), a public repository of structured organic reaction records. describe an organic reaction: reactants, conditions, products, and yield Reactants: COC(CN)OC, Cc1ccccc1, O=C(Cl)OCc1ccccc1, [Na+], [OH-]. The product is COC(CNC(=O)OCc1ccccc1)OC. As a reaction SMILES: [CH3:12][O:13][CH:14]([CH2:15][NH2:16])[O:17][CH3:18].[CH3:21][c:22]1[cH:23][cH:24][cH:25][cH:26][cH:27]1.[Cl:1][C:2](=[O:3])[O:4][CH2:5][c:6]1[cH:7][cH:8][cH:9][cH:10][cH:11]1.[Na+:20].[OH-:19]>>[C:2](=[O:3])([O:4][CH2:5][c:6]1[cH:7][cH:8][cH:9][cH:10][cH:11]1)[NH:16][CH2:15][CH:14]([O:13][CH3:12])[O:17][CH3:18]. The reactants are O=C([O-])[O-], CCN1CCNCC1, CNc1ccc(Oc2ccnc(NC(=O)CCl)c2)cc1[N+](=O)[O-], CN(C)C=O, [K+], [K+]. Yields the product CCN1CCN(CC(=O)Nc2cc(Oc3ccc(NC)c([N+](=O)[O-])c3)ccn2)CC1. Reaction SMILES: [C:32](=[O:33])([O-:34])[O-:35].[CH2:24]([CH3:25])[N:26]1[CH2:27][CH2:28][NH:29][CH2:30][CH2:31]1.[CH3:1][NH:2][c:3]1[c:4]([N+:21](=[O:22])[O-:23])[cH:5][c:6]([O:7][c:8]2[cH:9][c:10]([NH:14][C:15]([CH2:16][Cl:17])=[O:18])[n:11][cH:12][cH:13]2)[cH:19][cH:20]1.[CH3:38][N:39]([CH3:40])[CH:41]=[O:42].[K+:36].[K+:37]>>[CH3:1][NH:2][c:3]1[c:4]([N+:21](=[O:22])[O-:23])[cH:5][c:6]([O:7][c:8]2[cH:9][c:10]([NH:14][C:15]([CH2:16][N:29]3[CH2:28][CH2:27][N:26]([CH2:24][CH3:25])[CH2:31][CH2:30]3)=[O:18])[n:11][cH:12][cH:13]2)[cH:19][cH:20]1. The reactants are NC1=NC(=C2N=CN(C2=N1)[C@H]1C=C[C@H](C1)CO)Cl ((±)-cis-4-(2-amino-6-chloro-9H-purin-9-yl)-2-cyclopentene-1-methanol), C(CCC)N (butylamine), [OH-].[Na+] (NaOH). Run in C(C)O (ethanol). The product is NC1=NC(=C2N=CN(C2=N1)[C@H]1C=C[C@H](C1)CO)NCCCC ((±)-cis-4-(2-Amino-6-butylamino-9H-purine-9-yl)-2-cyclopentene-1-methanol). As a reaction SMILES: [NH2:1][C:2]1[N:10]=[C:9]2[C:5]([N:6]=[CH:7][N:8]2[C@@H:11]2[CH2:15][C@H:14]([CH2:16][OH:17])[CH:13]=[CH:12]2)=[C:4](Cl)[N:3]=1.[CH2:19]([NH2:23])[CH2:20][CH2:21][CH3:22].[OH-].[Na+]>C(O)C>[NH2:1][C:2]1[N:10]=[C:9]2[C:5]([N:6]=[CH:7][N:8]2[C@@H:11]2[CH2:15][C@H:14]([CH2:16][OH:17])[CH:13]=[CH:12]2)=[C:4]([NH:23][CH2:19][CH2:20][CH2:21][CH3:22])[N:3]=1 |f:2.3|. Procedure details: A solution of (±)-cis-4-(2-amino-6-chloro-9H-purin-9-yl)-2-cyclopentene-1-methanol from Example 4 (0.408 g, 1.5 mmol): butylamine (0.549 g, 7.5 mmol, 5 eqv.) and ethanol (10 mL) was stirred at reflux for 3 hours. The solution was allowed to cool to room temperature before the addition of 1.5 mL of 1.0 N NaOH. The solution was concentrated and the residues were purified by elution from a silica gel column with 5% methanol-chloroform (0.440 g, 97%). The title compound was dissolved in hot acetonit... Starting materials: C(C)(=O)OC(C)=O (acetic anhydride), ClC1=C(C(=[N+](C=C1)[O-])C)OC(F)F (4-chloro-3-difloromethoxy-2-methylpyridine N-oxide). Conditions: temperature 100 celsius. Yields the product ClC1=C(C(=NC=C1)CO)OC(F)F (4-chloro-3-difluoromethoxy-2-hydroxymethylpyridine). As a reaction SMILES: C(OC(=O)C)(=[O:3])C.[Cl:8][C:9]1[CH:14]=[CH:13][N+:12]([O-])=[C:11]([CH3:16])[C:10]=1[O:17][CH:18]([F:20])[F:19]>>[Cl:8][C:9]1[CH:14]=[CH:13][N:12]=[C:11]([CH2:16][OH:3])[C:10]=1[O:17][CH:18]([F:20])[F:19]. Reported procedure: 744 ml of acetic anhydride was added to 77.97 g of 4-chloro-3-difloromethoxy-2-methylpyridine N-oxide (VI), which was heated at 100° C. for 4 hour. The solvent was distilled off under reduced pressure and 2N sodium hydroxide was added thereto to adjust to pH 11 and the resulting mixture was heated at 100° C. for 1 hour. The resulting mixture was extracted with chloroform and the resulting organic layer was washed with saturated salt water and dried over anhydrous sodium sulfate and the solvent w... Reactants: C(C)C=1OC2=C(C1C(C1=CC=C(C=C1)O)=O)C=CC=C2 (2-ethyl-3-(4-hydroxybenzoyl)benzofuran), ice water, ClCC#N (chloroacetonitrile), ice water, ice water, Cl (HCl), aluminum chloride anhydride, [N-]=[N+]=[N-].[Na+] (sodium azide), [H-].[Na+] (NaH), C(C)C=1OC2=C(C1C(=O)C1=CC=C(OCC#N)C=C1)C=CC=C2 (4-(2-ethyl-3-benzofuroyl)phenoxyacetonitrile). Solvent: CN(C)C=O (DMF), C1CCOC1 (THF), CN(C)C=O (DMF). Run at temperature 100 celsius, time 15 minute. Yields the product C(C)C=1OC2=C(C1C(=O)C1=CC=C(OCC3=NN=NN3)C=C1)C=CC=C2 (5-[4-(2-ethyl-3-benzofuroyl)phenoxymethyl]tetrazole). As a reaction SMILES: [H-].[Na+].C(C1OC2C=CC=CC=2C=1C(=O)C1C=CC(O)=CC=1)C.ClCC#N.[CH2:27]([C:29]1[O:30][C:31]2[CH:49]=[CH:48][CH:47]=[CH:46][C:32]=2[C:33]=1[C:34]([C:36]1[CH:45]=[CH:44][C:39]([O:40][CH2:41][C:42]#[N:43])=[CH:38][CH:37]=1)=[O:35])[CH3:28].[N-:50]=[N+:51]=[N-:52].[Na+].Cl>CN(C=O)C.C1COCC1>[CH2:27]([C:29]1[O:30][C:31]2[CH:49]=[CH:48][CH:47]=[CH:46][C:32]=2[C:33]=1[C:34]([C:36]1[CH:45]=[CH:44][C:39]([O:40][CH2:41][C:42]2[NH:52][N:51]=[N:50][N:43]=2)=[CH:38][CH:37]=1)=[O:35])[CH3:28] |f:0.1,5.6|. Procedure details: To an ice-water cooled suspension of NaH (0.18 g) in dry DMF (5 ml), is added a solution of a 2-ethyl-3-(4-hydroxybenzoyl)benzofuran, 1.00 g, in dry DMF 12 ml dropwise. After stirring for about 15 minutes running, chloroacetonitrile (0.24 ml) is added and heated up to 100° C. for 3 hours. After cooling to room temperature, the reaction mixture is poured over ice-water 100 ml and submitted to extraction by ethyl acetate. The solvent layer is washed by 10% NaOH solution and washed by NaCl solution... The reactants are C(C)(C)(C)OC(C1=CC=C(C=C1)CN1C=NC2=CC=C(C=C2C1=O)C#CCN1CCOCC1)=O (4-[6-(3-Morpholin-4-yl-prop-1-ynyl)-4-oxo-4H-quinazolin-3-ylmethyl]-benzoic acid tert-butyl ester), FC(C(=O)O)(F)F (trifluoroacetic acid). Run at time 30 minute. Procedure: 4-[6-(3-Morpholin-4-yl-prop-1-ynyl)-4-oxo-4H-quinazolin-3-ylmethyl]-benzoic acid tert-butyl ester from the previous step was dissolved in 20 mL of trifluoroacetic acid (“TFA”), and stirred at room temperature for 30 minutes. The TFA was then evaporated in vacuum, and dissolved in dichloromethane. Hexane was then added, which precipitated 4-[6-(3-morpholin-4-yl-prop-1-ynyl)-4-oxo-4H-quinazolin-3-ylmethyl]-benzoic acid trifluoroacetic acid salt as a solid (150 mg). Mass Spec: 404 (M+1), 460 (M+1+T... Yields the product FC(C(=O)O)(F)F.N1(CCOCC1)CC#CC=1C=C2C(N(C=NC2=CC1)CC1=CC=C(C(=O)O)C=C1)=O (4-[6-(3-morpholin-4-yl-prop-1-ynyl)-4-oxo-4H-quinazolin-3-ylmethyl]-benzoic acid trifluoroacetic acid salt). Reaction SMILES: C([O:5][C:6](=[O:34])[C:7]1[CH:12]=[CH:11][C:10]([CH2:13][N:14]2[C:23](=[O:24])[C:22]3[C:17](=[CH:18][CH:19]=[C:20]([C:25]#[C:26][CH2:27][N:28]4[CH2:33][CH2:32][O:31][CH2:30][CH2:29]4)[CH:21]=3)[N:16]=[CH:15]2)=[CH:9][CH:8]=1)(C)(C)C.[F:35][C:36]([F:41])([F:40])[C:37]([OH:39])=[O:38]>>[F:35][C:36]([F:41])([F:40])[C:37]([OH:39])=[O:38].[N:28]1([CH2:27][C:26]#[C:25][C:20]2[CH:21]=[C:22]3[C:17](=[CH:18][CH:19]=2)[N:16]=[CH:15][N:14]([CH2:13][C:10]2[CH:11]=[CH:12][C:7]([C:6]([OH:34])=[O:5])=[CH:8][CH:9]=2)[C:23]3=[O:24])[CH2:33][CH2:32][O:31][CH2:30][CH2:29]1 |f:2.3|. The reactants are Cl.NO (hydroxylamine hydrochloride), [OH-].[Na+] (NaOH), COC(C=CC1=CC(=CC=C1)NC(C=CC1=CC=CC=C1)=O)=O (3-[3-(3-Phenylacryloylamino)-phenyl]-acrylic acid methyl ester), resultant mixture. Solvent: CO (methanol), O (H2O), CO (methanol). Conditions: time 1.5 hour. The product is ONC(C=CC1=CC(=CC=C1)NC(C=CC1=CC=CC=C1)=O)=O (N-Hydroxy-3-[3-(3-phenylacryloylamino)-phenyl]-acrylamide). As a reaction SMILES: Cl.[NH2:2][OH:3].[OH-].[Na+].C[O:7][C:8](=O)[CH:9]=[CH:10][C:11]1[CH:16]=[CH:15][CH:14]=[C:13]([NH:17][C:18](=[O:27])[CH:19]=[CH:20][C:21]2[CH:26]=[CH:25][CH:24]=[CH:23][CH:22]=2)[CH:12]=1>CO.O>[OH:3][NH:2][C:8](=[O:7])[CH:9]=[CH:10][C:11]1[CH:16]=[CH:15][CH:14]=[C:13]([NH:17][C:18](=[O:27])[CH:19]=[CH:20][C:21]2[CH:26]=[CH:25][CH:24]=[CH:23][CH:22]=2)[CH:12]=1 |f:0.1,2.3|. Procedure details: To a suspension of hydroxylamine hydrochloride (0.14 g, 2.01 mmol) (Acros) in methanol (2.0 ml) a solution of NaOH (0.16 g, 4.00 mmol) in H2O (0.2 ml) was added and the resultant mixture was stirred at ambient temperature for 5 min. To the reaction mixture a 3-[3-(3-phenylacryloylamino)-phenyl)-acrylic acid methyl ester (8) (0.15 g, 0.49 mmol) solution in methanol (2.0 ml) was added and stirred at ambient temperature for 1.5 hour. The reaction mixture was partitioned between ethyl acetate and 2N... The reactants are [BH4-], Cc1cccc(-c2[nH]c(C=O)nc2-c2ccc3nn(C)nc3c2)n1, CO, [Na+]. Yields the product Cc1cccc(-c2[nH]c(CO)nc2-c2ccc3nn(C)nc3c2)n1. Reaction SMILES: [BH4-:25].[CH3:1][n:2]1[n:3][c:4]2[c:5]([n:6]1)[cH:7][cH:8][c:9](-[c:11]1[n:12][c:13]([CH:23]=[O:24])[nH:14][c:15]1-[c:16]1[n:17][c:18]([CH3:22])[cH:19][cH:20][cH:21]1)[cH:10]2.[CH3:27][OH:28].[Na+:26]>>[CH3:1][n:2]1[n:3][c:4]2[c:5]([n:6]1)[cH:7][cH:8][c:9](-[c:11]1[n:12][c:13]([CH2:23][OH:24])[nH:14][c:15]1-[c:16]1[n:17][c:18]([CH3:22])[cH:19][cH:20][cH:21]1)[cH:10]2.